Dataset: the Open Reaction Database (ORD), a public repository of structured organic reaction records. Task: describe an organic reaction: reactants, conditions, products, and yield Reactants: COc1ccc(Nc2nc3c(Br)cccn3n2)cc1, CC(=O)[O-], CC(=O)[O-], C1COCCO1, CN1CCNCC1, CC(C)c1cc(C(C)C)c(-c2ccccc2P(C2CCCCC2)C2CCCCC2)c(C(C)C)c1, [K+], [K+], [K+], O=P([O-])([O-])[O-], [Pd+2]. The product is COc1ccc(Nc2nc3c(N4CCN(C)CC4)cccn3n2)cc1. Reaction SMILES: [Br:1][c:2]1[c:3]2[n:4]([cH:5][cH:6][cH:7]1)[n:8][c:9]([NH:11][c:12]1[cH:13][cH:14][c:15]([O:18][CH3:19])[cH:16][cH:17]1)[n:10]2.[C:69]([O-:70])(=[O:71])[CH3:72].[C:74]([O-:75])(=[O:76])[CH3:77].[CH2:78]1[O:79][CH2:80][CH2:81][O:82][CH2:83]1.[CH3:20][N:21]1[CH2:22][CH2:23][NH:24][CH2:25][CH2:26]1.[CH:27]1([P:28]([CH:29]2[CH2:30][CH2:31][CH2:32][CH2:33][CH2:34]2)[c:35]2[cH:36][cH:37][cH:38][cH:39][c:40]2-[c:41]2[c:42]([CH:43]([CH3:44])[CH3:45])[cH:46][c:47]([CH:48]([CH3:49])[CH3:50])[cH:51][c:52]2[CH:53]([CH3:54])[CH3:55])[CH2:56][CH2:57][CH2:58][CH2:59][CH2:60]1.[K+:66].[K+:67].[K+:68].[P:61]([O-:62])([O-:63])([O-:64])=[O:65].[Pd+2:73]>>[c:2]1([N:24]2[CH2:23][CH2:22][N:21]([CH3:20])[CH2:26][CH2:25]2)[c:3]2[n:4]([cH:5][cH:6][cH:7]1)[n:8][c:9]([NH:11][c:12]1[cH:13][cH:14][c:15]([O:18][CH3:19])[cH:16][cH:17]1)[n:10]2. Procedure: Prepared analogously to Example 61 from 6-chloro-4-[1-(1-tert.-butyloxycarbonyl-5-chloro-1H-benzimidazol-2-yl)-3-hydroxycarbonyl-propyl-amino]-7-(pyrrolidin-1-yl-carbonyl)-quinazoline and 4-amino-1-tert.-butyloxycarbonyl-piperidine with TBTU in acetonitrile/tetrahydrofuran and subsequent reaction with trifluoroacetic acid. Starting materials: ClC=1C=C2C(=NC=NC2=CC1C(=O)N1CCCC1)NC(CCC(=O)O)C1=NC2=C(N1C(=O)OC(C)(C)C)C=CC(=C2)Cl (6-chloro-4-[1-(1-tert.-butyloxycarbonyl-5-chloro-1H-benzimidazol-2-yl)-3-hydroxycarbonyl-propyl-amino]-7-(pyrrolidin-1-yl-carbonyl)-quinazoline), NC1CCN(CC1)C(=O)OC(C)(C)C (4-amino-1-tert.-butyloxycarbonyl-piperidine), CN(C)C(=[N+](C)C)ON1C2=C(C=CC=C2)N=N1.[B-](F)(F)(F)F (TBTU), FC(C(=O)O)(F)F (trifluoroacetic acid). Run in C(C)#N.O1CCCC1 (acetonitrile tetrahydrofuran). Product: ClC=1C=C2C(=NC=NC2=CC1C(=O)N1CCCC1)NC(CCC(=O)NC1CCNCC1)C1=NC2=C(N1)C=CC(=C2)Cl (6-chloro-4-[1-(5-chloro-1H-benzimidazol-2-yl)-3-(N-piperidin-4-yl-aminocarbonyl)-propyl-amino]-7-(pyrrolidin-1-yl-carbonyl)-quinazoline). Reaction SMILES: [Cl:1][C:2]1[CH:3]=[C:4]2[C:9](=[CH:10][C:11]=1[C:12]([N:14]1[CH2:18][CH2:17][CH2:16][CH2:15]1)=[O:13])[N:8]=[CH:7][N:6]=[C:5]2[NH:19][CH:20]([C:26]1[N:30](C(OC(C)(C)C)=O)[C:29]2[CH:38]=[CH:39][C:40]([Cl:42])=[CH:41][C:28]=2[N:27]=1)[CH2:21][CH2:22][C:23]([OH:25])=O.[NH2:43][CH:44]1[CH2:49][CH2:48][N:47](C(OC(C)(C)C)=O)[CH2:46][CH2:45]1.CN(C(ON1N=NC2C=CC=CC1=2)=[N+](C)C)C.[B-](F)(F)(F)F.FC(F)(F)C(O)=O>C(#N)C.O1CCCC1>[Cl:1][C:2]1[CH:3]=[C:4]2[C:9](=[CH:10][C:11]=1[C:12]([N:14]1[CH2:15][CH2:16][CH2:17][CH2:18]1)=[O:13])[N:8]=[CH:7][N:6]=[C:5]2[NH:19][CH:20]([C:26]1[NH:30][C:29]2[CH:38]=[CH:39][C:40]([Cl:42])=[CH:41][C:28]=2[N:27]=1)[CH2:21][CH2:22][C:23]([NH:43][CH:44]1[CH2:49][CH2:48][NH:47][CH2:46][CH2:45]1)=[O:25] |f:2.3,5.6|. Reactants: CO, O=C(Nn1cccc1)C(CO)N(Cc1ccccc1)C(=O)[O-]. Yields the product NC(CO)C(=O)Nn1cccc1. As a reaction SMILES: [CH3:23][OH:24].[c:1]1([CH2:2][N:8]([C:3](=[O:4])[O-:5])[CH:12]([C:13]([NH:14][n:15]2[cH:16][cH:17][cH:18][cH:19]2)=[O:20])[CH2:21][OH:22])[cH:6][cH:7][cH:9][cH:10][cH:11]1>>[NH2:8][CH:12]([C:13]([NH:14][n:15]1[cH:16][cH:17][cH:18][cH:19]1)=[O:20])[CH2:21][OH:22]. Starting materials: CC1=C(C(=CC(=C1)C(C(F)(F)F)(C(F)(F)F)O)C)O (2,6-dimethyl-4-(hexafluoro-2-hydroxy-2-propyl)phenol), BrCC(=O)OCC (ethyl bromoacetate), C([O-])([O-])=O.[K+].[K+] (potassium carbonate). The solvent is C(C)#N (acetonitrile). Run at time 5 hour. Product: FC(C(C(F)(F)F)(O)C1=CC(=C(OCC(=O)OCC)C(=C1)C)C)(F)F (ethyl 2-[4-(hexafluoro-2-hydroxy-2-propyl)-2,6-dimethylphenoxy]acetate). RXN SMILES: [CH3:1][C:2]1[CH:7]=[C:6]([C:8]([OH:17])([C:13]([F:16])([F:15])[F:14])[C:9]([F:12])([F:11])[F:10])[CH:5]=[C:4]([CH3:18])[C:3]=1[OH:19].Br[CH2:21][C:22]([O:24][CH2:25][CH3:26])=[O:23].C(=O)([O-])[O-].[K+].[K+]>C(#N)C>[F:16][C:13]([F:14])([F:15])[C:8]([C:6]1[CH:5]=[C:4]([CH3:18])[C:3]([O:19][CH2:21][C:22]([O:24][CH2:25][CH3:26])=[O:23])=[C:2]([CH3:1])[CH:7]=1)([OH:17])[C:9]([F:10])([F:11])[F:12] |f:2.3.4|. Procedure: To 2,6-dimethyl-4-(hexafluoro-2-hydroxy-2-propyl)phenol [Farah, et al, J. Org. Chem., 30, 1003 (1965)], (10.0 g=35 mmol) in 100 ml acetonitrile add ethyl bromoacetate (6.9 g=42 mmol) and potassium carbonate (9.7 g=69 mmol). Stir 5 hours, filter and concentrate. Partition between ether and 1.0 N HCl. Dry and concentrate the ether extract. Recrystallize from ether-hexane to obtain, as white crystals, m.p. 99°-101° C., ethyl 2-[4-(hexafluoro-2-hydroxy-2-propyl)-2,6-dimethylphenoxy]acetate.